This data is from the Open Reaction Database (ORD), a public repository of structured organic reaction records. The task is: describe an organic reaction: reactants, conditions, products, and yield RXN SMILES: [CH2:1]([CH2:2][CH2:3][CH2:4][CH2:5][CH2:6][CH3:7])[n:8]1[n:9][c:10]([N:17]([CH2:18][CH2:19][CH2:20][C:21]([F:22])([F:23])[F:24])[CH2:25][CH2:26][CH2:27][OH:28])[c:11](=[O:16])[n:12]([CH3:15])[c:13]1=[O:14].[OH:29][c:30]1[cH:31][c:32]([O:33][C:34]([C:35](=[O:36])[O:37][CH2:38][CH3:39])([CH3:40])[CH3:41])[cH:42][cH:43][cH:44]1>>[CH2:1]([CH2:2][CH2:3][CH2:4][CH2:5][CH2:6][CH3:7])[n:8]1[n:9][c:10]([N:17]([CH2:18][CH2:19][CH2:20][C:21]([F:22])([F:23])[F:24])[CH2:25][CH2:26][CH2:27][O:28][c:30]2[cH:31][c:32]([O:33][C:34]([C:35](=[O:36])[O:37][CH2:38][CH3:39])([CH3:40])[CH3:41])[cH:42][cH:43][cH:44]2)[c:11](=[O:16])[n:12]([CH3:15])[c:13]1=[O:14]. The product is CCCCCCCn1nc(N(CCCOc2cccc(OC(C)(C)C(=O)OCC)c2)CCCC(F)(F)F)c(=O)n(C)c1=O. The reactants are CCCCCCCn1nc(N(CCCO)CCCC(F)(F)F)c(=O)n(C)c1=O, CCOC(=O)C(C)(C)Oc1cccc(O)c1. Starting materials: [Br-], C1CCOC1, C[Mg+], CON(C)C(=O)C1=NN2c3cc(Cl)ccc3OCC2C1(CCCO)c1ccccc1. Product: CC(=O)C1=NN2c3cc(Cl)ccc3OCC2C1(CCCO)c1ccccc1. As a reaction SMILES: [Br-:31].[CH2:34]1[O:35][CH2:36][CH2:37][CH2:38]1.[CH3:32][Mg+:33].[Cl:1][c:2]1[cH:3][cH:4][c:5]2[c:6]([cH:30]1)[N:7]1[CH:8]([CH2:9][O:10]2)[C:11]([c:20]2[cH:21][cH:22][cH:23][cH:24][cH:25]2)([CH2:26][CH2:27][CH2:28][OH:29])[C:12]([C:14](=[O:15])[N:16]([O:17][CH3:18])[CH3:19])=[N:13]1>>[Cl:1][c:2]1[cH:3][cH:4][c:5]2[c:6]([cH:30]1)[N:7]1[CH:8]([CH2:9][O:10]2)[C:11]([c:20]2[cH:21][cH:22][cH:23][cH:24][cH:25]2)([CH2:26][CH2:27][CH2:28][OH:29])[C:12]([C:14](=[O:15])[CH3:32])=[N:13]1. The reactants are FC(C1=C(CN2CCC(CC2)\C=C/2\C(=NC(S2)=O)NCC#CC2CC2)C=CC(=C1)C(F)(F)F)(F)F ((5Z)-5-({1-[2,4-bis(trifluoromethyl)benzyl]piperidin-4-yl}methylidene)-4-[(3-cyclopropylprop-2-yn-1-yl)amino]-1,3-thiazol-2(5H)-one), C(\C=C/C(=O)O)(=O)O (maleic acid). The solvent is C(C)O (ethanol). Run at temperature 80 celsius, time 20 minute. The product is C(\C=C/C(=O)O)(=O)O.FC(C1=C(CN2CCC(CC2)\C=C/2\C(=NC(S2)=O)NCC#CC2CC2)C=CC(=C1)C(F)(F)F)(F)F ((5Z)-5-({1-[2,4-bis(trifluoromethyl)benzyl]piperidin-4-yl}methylidene)-4-[(3-cyclopropylprop-2-yn-1-yl)amino]-1,3-thiazol-2(5H)-one maleate). The yield is 80.9%. Reaction SMILES: [F:1][C:2]([F:35])([F:34])[C:3]1[CH:29]=[C:28]([C:30]([F:33])([F:32])[F:31])[CH:27]=[CH:26][C:4]=1[CH2:5][N:6]1[CH2:11][CH2:10][CH:9](/[CH:12]=[C:13]2/[C:14]([NH:19][CH2:20][C:21]#[C:22][CH:23]3[CH2:25][CH2:24]3)=[N:15][C:16](=[O:18])[S:17]/2)[CH2:8][CH2:7]1.[C:36]([OH:43])(=[O:42])/[CH:37]=[CH:38]\[C:39]([OH:41])=[O:40]>C(O)C>[C:36]([OH:43])(=[O:42])/[CH:37]=[CH:38]\[C:39]([OH:41])=[O:40].[F:35][C:2]([F:1])([F:34])[C:3]1[CH:29]=[C:28]([C:30]([F:32])([F:33])[F:31])[CH:27]=[CH:26][C:4]=1[CH2:5][N:6]1[CH2:7][CH2:8][CH:9](/[CH:12]=[C:13]2/[C:14]([NH:19][CH2:20][C:21]#[C:22][CH:23]3[CH2:24][CH2:25]3)=[N:15][C:16](=[O:18])[S:17]/2)[CH2:10][CH2:11]1 |f:3.4|. Procedure details: To a solution of (5Z)-5-({1-[2,4-bis(trifluoromethyl)benzyl]piperidin-4-yl}methylidene)-4-[(3-cyclopropylprop-2-yn-1-yl)amino]-1,3-thiazol-2(5H)-one (1.11 g) in ethanol (15 mL) was added maleic acid (0.25 g). The reaction mixture was stirred at 80° C. for 20 min, the solvent was evaporated under reduced pressure, and the residue was recrystallized from ethanol/heptane to give the title compound (1.10 g). Reactants: Cl, [Li+], C1CCOC1, [OH-], O, CCOC(=O)CCCCC(=NOCc1ccc(OCc2noc(-c3ccccc3)n2)cc1)c1ccccc1. Yields the product O=C(O)CCCCC(=NOCc1ccc(OCc2noc(-c3ccccc3)n2)cc1)c1ccccc1. As a reaction SMILES: [ClH:42].[Li+:3].[O:43]1[CH2:44][CH2:45][CH2:46][CH2:47]1.[OH-:2].[OH2:1].[c:4]1([C:10]([CH2:11][CH2:12][CH2:13][CH2:14][C:15](=[O:16])[O:17][CH2:18][CH3:19])=[N:20][O:21][CH2:22][c:23]2[cH:24][cH:25][c:26]([O:29][CH2:30][c:31]3[n:32][o:33][c:34](-[c:36]4[cH:37][cH:38][cH:39][cH:40][cH:41]4)[n:35]3)[cH:27][cH:28]2)[cH:5][cH:6][cH:7][cH:8][cH:9]1>>[c:4]1([C:10]([CH2:11][CH2:12][CH2:13][CH2:14][C:15](=[O:16])[OH:17])=[N:20][O:21][CH2:22][c:23]2[cH:24][cH:25][c:26]([O:29][CH2:30][c:31]3[n:32][o:33][c:34](-[c:36]4[cH:37][cH:38][cH:39][cH:40][cH:41]4)[n:35]3)[cH:27][cH:28]2)[cH:5][cH:6][cH:7][cH:8][cH:9]1. Reactants: ClC=1C=CC(=C(C1)C1=CC=C(C=C1)CN(NC(=O)C1=CC(=NO1)C1=C(C=CC=C1)F)C[C@H](C(=O)O)O)F ((R)-3-{N-(5′-chloro-2′-fluorobiphenyl-4-ylmethyl)-N′-[3-(2-fluorophenyl)isoxazole-5-carbonyl]hydrazino}-2-hydroxypropionic acid), CCN=C=NCCCN(C)C.Cl (EDC HCl), C1=CC=C2C(=C1)N=NN2O.O (HOBt hydrate), C(Cl)Cl (DCM), FC(CO)(C(F)(F)F)F (2,2,3,3,3-Pentafluoro-1-propanol). Reaction conditions: time 10 minute. The product is FC(COC([C@@H](CN(NC(=O)C1=CC(=NO1)C1=C(C=CC=C1)F)CC1=CC=C(C=C1)C1=C(C=CC(=C1)Cl)F)O)=O)(C(F)(F)F)F ((R)-3-{N-(5′-Chloro-2′-fluorobiphenyl-4-ylmethyl)-N′-[3-(2-fluorophenyl)isoxazole-5-carbonyl]hydrazino}-2-hydroxypropionic acid 2,2,3,3,3-pentafluoropropyl Ester). Isolated yield 12.8%. Reaction SMILES: [Cl:1][C:2]1[CH:3]=[CH:4][C:5]([F:37])=[C:6]([C:8]2[CH:13]=[CH:12][C:11]([CH2:14][N:15]([CH2:31][C@@H:32]([OH:36])[C:33]([OH:35])=[O:34])[NH:16][C:17]([C:19]3[O:23][N:22]=[C:21]([C:24]4[CH:29]=[CH:28][CH:27]=[CH:26][C:25]=4[F:30])[CH:20]=3)=[O:18])=[CH:10][CH:9]=2)[CH:7]=1.CCN=C=NCCCN(C)C.Cl.C1C=C2N=NN(O)C2=CC=1.O.C(Cl)Cl.[F:64][C:65]([F:72])([C:68]([F:71])([F:70])[F:69])[CH2:66]O>>[F:64][C:65]([F:72])([C:68]([F:71])([F:70])[F:69])[CH2:66][O:34][C:33](=[O:35])[C@H:32]([OH:36])[CH2:31][N:15]([CH2:14][C:11]1[CH:12]=[CH:13][C:8]([C:6]2[CH:7]=[C:2]([Cl:1])[CH:3]=[CH:4][C:5]=2[F:37])=[CH:9][CH:10]=1)[NH:16][C:17]([C:19]1[O:23][N:22]=[C:21]([C:24]2[CH:29]=[CH:28][CH:27]=[CH:26][C:25]=2[F:30])[CH:20]=1)=[O:18] |f:1.2,3.4|. Procedure details: A mixture of (R)-3-{N-(5′-chloro-2′-fluorobiphenyl-4-ylmethyl)-N′-[3-(2-fluorophenyl)isoxazole-5-carbonyl]hydrazino}-2-hydroxypropionic acid (30.0 mg, 57 μmol), EDC HCl (65.4 mg, 341 μmol), and HOBt hydrate (52.2 mg, 341 μmol) in DCM (0.5 mL, 8 mmol) was stirred at room temperature for 10 minutes. 2,2,3,3,3-Pentafluoro-1-propanol (45.3 μL, 455 μmol) was added and the resulting mixture was stirred at room temperature for 1 hour then concentrated. The residue was dissolved in AcOH (2 mL), filtered... Starting materials: COc1cc(NC(C)=O)c(C(C)=O)c(OC)c1, CCO, [K+], [OH-], O. Yields the product COc1cc(N)c(C(C)=O)c(OC)c1. Reaction SMILES: [C:1](=[O:2])([CH3:3])[NH:4][c:5]1[c:6]([C:15]([CH3:16])=[O:17])[c:7]([O:13][CH3:14])[cH:8][c:9]([O:11][CH3:12])[cH:10]1.[CH3:21][CH2:22][OH:23].[K+:19].[OH-:18].[OH2:20]>>[NH2:4][c:5]1[c:6]([C:15]([CH3:16])=[O:17])[c:7]([O:13][CH3:14])[cH:8][c:9]([O:11][CH3:12])[cH:10]1.